This data is from the Open Reaction Database (ORD), a public repository of structured organic reaction records. The task is: describe an organic reaction: reactants, conditions, products, and yield Reactants: C(C)(=O)Cl (acetylchloride), C(C)O (ethanol), ClC1=CC=C(C=C1)C1=C(C=CC(=N1)C#N)OCC1CC1 (6-(4-chloro-phenyl)-5-cyclopropylmethoxy-pyridine-2-carbonitrile). Reaction conditions: temperature 90 celsius, time 5 minute. The product is ClC1=CC=C(C=C1)C1=C(C=CC(=N1)C(=O)O)OCC1CC1 (6-(4-Chloro-phenyl)-5-cyclopropylmethoxy-pyridine-2-carboxylic acid). Yield: 70.3%. RXN SMILES: C(Cl)(=[O:3])C.[Cl:5][C:6]1[CH:11]=[CH:10][C:9]([C:12]2[N:17]=C(C#N)[CH:15]=[CH:14][C:13]=2[O:20][CH2:21][CH:22]2[CH2:24][CH2:23]2)=[CH:8][CH:7]=1.[CH2:25]([OH:27])[CH3:26]>>[Cl:5][C:6]1[CH:11]=[CH:10][C:9]([C:12]2[N:17]=[C:26]([C:25]([OH:3])=[O:27])[CH:15]=[CH:14][C:13]=2[O:20][CH2:21][CH:22]2[CH2:24][CH2:23]2)=[CH:8][CH:7]=1. Procedure details: 8.27 g acetylchloride was added dropwise to 120 mL ethanol at 0° C. After 5 minutes, 6 g 6-(4-chloro-phenyl)-5-cyclopropylmethoxy-pyridine-2-carbonitrile was added at 0° C. The reaction mixture was stirred at 90° C. over 20 h. The reaction mixture was partitioned between water and ethyl acetate; then extracted. The organic phase was washed with brine; then dried over MgSO4. The crude product was stirred at room temperature in tetrahydrofuran:water 45:20. 1.77 g lithium hydroxide was added. The r... Starting materials: FC(C=1C=C(OCCCCSC2=CC=C(N=N2)C(N)=S)C=CC1)(F)F (6-[[4-[3-(trifluoromethyl)-phenoxy]butyl]thio]-3-pyridazinecarbothioamide), COC(C)(N(C)C)OC (N,N-dimethylacetamide dimethyl acetal). Solvent: C1(=CC=CC=C1)C (toluene). Yields the product CN(C(C)=NC(=S)C=1N=NC(=CC1)SCCCCOC1=CC(=CC=C1)C(F)(F)F)C (N-[1-(dimethylamino)ethylidene]-6-[[4-[3-(trifluoromethyl)phenoxy]butyl]thio]-3-pyridazinecarbothioamide). Yield: 99.8%. Reaction SMILES: [F:1][C:2]([F:25])([F:24])[C:3]1[CH:4]=[C:5]([CH:21]=[CH:22][CH:23]=1)[O:6][CH2:7][CH2:8][CH2:9][CH2:10][S:11][C:12]1[N:17]=[N:16][C:15]([C:18](=[S:20])[NH2:19])=[CH:14][CH:13]=1.CO[C:28](OC)([N:30]([CH3:32])[CH3:31])[CH3:29]>C1(C)C=CC=CC=1>[CH3:31][N:30]([CH3:32])[C:28](=[N:19][C:18]([C:15]1[N:16]=[N:17][C:12]([S:11][CH2:10][CH2:9][CH2:8][CH2:7][O:6][C:5]2[CH:21]=[CH:22][CH:23]=[C:3]([C:2]([F:24])([F:1])[F:25])[CH:4]=2)=[CH:13][CH:14]=1)=[S:20])[CH3:29]. Procedure details: A mixture of intermediate 12 (0.009 mol) and N,N-dimethylacetamide dimethyl acetal (0.015 mol) in toluene (100 ml) was stirred and refluxed for 3 hours. The solvent was evaporated, yielding 4.1 g (100%) of N-[1-(dimethylamino)ethylidene]-6-[[4-[3-(trifluoromethyl)phenoxy]butyl]thio]-3-pyridazinecarbothioamide (intermediate 13). Reactants: Cn1nnnc1C(C=CC(=O)CC(O)CC(=O)OCc1ccccc1)=C(c1ccc(F)cc1)c1ccc(F)cc1, [Na+], C1CCOC1, [OH-], O. Yields the product Cn1nnnc1C(C=CC(=O)CC(O)CC(=O)[O-])=C(c1ccc(F)cc1)c1ccc(F)cc1, [Na+]. RXN SMILES: [F:1][c:2]1[cH:3][cH:4][c:5]([C:8](=[C:9]([CH:10]=[CH:11][C:12]([CH2:13][CH:14]([CH2:15][C:16](=[O:17])[O:18][CH2:19][c:20]2[cH:21][cH:22][cH:23][cH:24][cH:25]2)[OH:26])=[O:27])[c:28]2[n:29][n:30][n:31][n:32]2[CH3:33])[c:34]2[cH:35][cH:36][c:37]([F:40])[cH:38][cH:39]2)[cH:6][cH:7]1.[Na+:42].[O:43]1[CH2:44][CH2:45][CH2:46][CH2:47]1.[OH-:41].[OH2:48]>>[F:1][c:2]1[cH:3][cH:4][c:5]([C:8](=[C:9]([CH:10]=[CH:11][C:12]([CH2:13][CH:14]([CH2:15][C:16](=[O:17])[O-:18])[OH:26])=[O:27])[c:28]2[n:29][n:30][n:31][n:32]2[CH3:33])[c:34]2[cH:35][cH:36][c:37]([F:40])[cH:38][cH:39]2)[cH:6][cH:7]1.[Na+:42].